This data is from the Open Reaction Database (ORD), a public repository of structured organic reaction records. The task is: describe an organic reaction: reactants, conditions, products, and yield Reactants: FC=1C=C(C=C(C1O)F)C1(CCN(CC1)C(=O)OC(C)(C)C)O (tert-butyl 4-(3,5-difluoro-4-hydroxyphenyl)-4-hydroxypiperidine-1-carboxylate), CCN(CC)S(F)(F)F (DAST), [NH4+].[Cl-] (NH4Cl). The solvent is ClCCl (dichloromethane). Reaction conditions: time 30 minute. Yields the product FC=1C=C(C=C(C1O)F)C1(CCN(CC1)C(=O)OC(C)(C)C)F (tert-butyl 4-(3,5-difluoro-4-hydroxyphenyl)-4-fluoropiperidine-1-carboxylate). RXN SMILES: [F:1][C:2]1[CH:3]=[C:4]([C:10]2(O)[CH2:15][CH2:14][N:13]([C:16]([O:18][C:19]([CH3:22])([CH3:21])[CH3:20])=[O:17])[CH2:12][CH2:11]2)[CH:5]=[C:6]([F:9])[C:7]=1[OH:8].CCN(S(F)(F)[F:30])CC.[NH4+].[Cl-]>ClCCl>[F:1][C:2]1[CH:3]=[C:4]([C:10]2([F:30])[CH2:15][CH2:14][N:13]([C:16]([O:18][C:19]([CH3:22])([CH3:21])[CH3:20])=[O:17])[CH2:12][CH2:11]2)[CH:5]=[C:6]([F:9])[C:7]=1[OH:8] |f:2.3|. Reported procedure: In a plastic container, a solution of tert-butyl 4-(3,5-difluoro-4-hydroxyphenyl)-4-hydroxypiperidine-1-carboxylate D1f (0.4 g, 1.2 mmol) in dichloromethane (10 mL) is treated with DAST (0.31 mL, 2.4 mmol) at room temperature. The mixture is stirred for 30 min and treated with sat. aqueous NH4Cl (3 mL). The mixture is extracted with dichloromethane, washed with sat. aqueous NaHCO3, dried over Na2SO4 and concentrated in vacuo to yield tert-butyl 4-(3,5-difluoro-4-hydroxyphenyl)-4-fluoropiperidine... Starting materials: [Al+3], COc1ccc(OC)c(C#N)c1, C1CCOC1, [H-], [H-], [H-], [H-], [Li+]. The product is COc1ccc(OC)c(CN)c1. Reaction SMILES: [Al+3:14].[C:1](#[N:2])[c:3]1[c:4]([O:11][CH3:12])[cH:5][cH:6][c:7]([O:9][CH3:10])[cH:8]1.[CH2:19]1[O:20][CH2:21][CH2:22][CH2:23]1.[H-:13].[H-:16].[H-:17].[H-:18].[Li+:15]>>[CH2:1]([NH2:2])[c:3]1[c:4]([O:11][CH3:12])[cH:5][cH:6][c:7]([O:9][CH3:10])[cH:8]1. Reactants: Nc1cc(Cl)ccn1, CN(C)C=O, O=C1CCC(=O)N1I. Product: Nc1cc(Cl)c(I)cn1. As a reaction SMILES: [NH2:1][c:2]1[n:3][cH:4][cH:5][c:6]([Cl:8])[cH:7]1.[O:17]=[CH:18][N:19]([CH3:20])[CH3:21].[O:9]=[C:10]1[N:11]([I:16])[C:12](=[O:13])[CH2:14][CH2:15]1>>[NH2:1][c:2]1[n:3][cH:4][c:5]([I:16])[c:6]([Cl:8])[cH:7]1. Reactants: CO, CN(C)C=O, ClCCl, [N-]=[N+]=NCC1CCC(C(=O)O)C1. The product is NCC1CCC(C(=O)O)C1. As a reaction SMILES: [CH3:16][OH:17].[CH3:18][N:19]([CH3:20])[CH:21]=[O:22].[Cl:13][CH2:14][Cl:15].[N:1](=[N+:2]=[N-:3])[CH2:4][CH:5]1[CH2:6][CH:7]([C:10](=[O:11])[OH:12])[CH2:8][CH2:9]1>>[NH2:1][CH2:4][CH:5]1[CH2:6][CH:7]([C:10](=[O:11])[OH:12])[CH2:8][CH2:9]1.